Dataset: the Open Reaction Database (ORD), a public repository of structured organic reaction records. Task: describe an organic reaction: reactants, conditions, products, and yield Reactants: C(C1=CC=CC=C1)(=O)OCC(OS(=O)(=O)C1=CC=C(C=C1)C)COS(=O)(=O)C1=CC=C(C=C1)C ((-)-1-benzoyl-2,3-di-p-toluenesulfonyl glycerol), liquid, CC(C)=C (isobutylene), S(O)(O)(=O)=O (sulfuric acid), C([O-])(O)=O.[Na+] (sodium bicarbonate). The solvent is C(Cl)Cl (methylenechloride). Product: C(C)(C)(C)C(O)C(OS(=O)(=O)C1=CC=C(C=C1)C)COS(=O)(=O)C1=CC=C(C=C1)C ((+)-t-butyl-2,3-di-p-toluenesulfonyl glycerol). RXN SMILES: C([O:9][CH2:10][CH:11]([CH2:23][O:24][S:25]([C:28]1[CH:33]=[CH:32][C:31]([CH3:34])=[CH:30][CH:29]=1)(=[O:27])=[O:26])[O:12][S:13]([C:16]1[CH:21]=[CH:20][C:19]([CH3:22])=[CH:18][CH:17]=1)(=[O:15])=[O:14])(=O)C1C=CC=CC=1.[CH3:35][C:36](=[CH2:38])[CH3:37].S(=O)(=O)(O)O.C(=O)(O)[O-].[Na+]>C(Cl)Cl>[C:36]([CH:10]([CH:11]([CH2:23][O:24][S:25]([C:28]1[CH:29]=[CH:30][C:31]([CH3:34])=[CH:32][CH:33]=1)(=[O:26])=[O:27])[O:12][S:13]([C:16]1[CH:17]=[CH:18][C:19]([CH3:22])=[CH:20][CH:21]=1)(=[O:15])=[O:14])[OH:9])([CH3:37])([CH3:35])[CH3:38] |f:3.4|. Reported procedure: A solution of 13.8 g (34.5 mmol) of (-)-1,2-di-p-toluene-sulfonyl glycerol (see Formula (I) in Scheme 2) in 100 ml of dry methylenechloride is added to 100 ml of liquid isobutylene taken in a pressure bottle at -78° C. Concentrated sulfuric acid (0.2 ml) is added to the above reaction mixture, the contents are stirred, and the mixture is then allowed to warm to room temperature and stirred for 16 hours. The pressure is gradually released, and the solution is neutralized with aqueous sodium bicar... Reactants: COC1=CC=C(C=C1)S(=O)(=O)Cl (4-Methoxybenzene-1-sulfonyl chloride), C(C)N (ethylamine). Run in C(Cl)Cl (DCM). Product: C(C)NS(=O)(=O)C1=CC=C(C=C1)OC (N-ethyl-4-methoxybenzenesulfonamide). Isolated yield 112.0%. As a reaction SMILES: [CH3:1][O:2][C:3]1[CH:8]=[CH:7][C:6]([S:9](Cl)(=[O:11])=[O:10])=[CH:5][CH:4]=1.[CH2:13]([NH2:15])[CH3:14]>C(Cl)Cl>[CH2:13]([NH:15][S:9]([C:6]1[CH:7]=[CH:8][C:3]([O:2][CH3:1])=[CH:4][CH:5]=1)(=[O:11])=[O:10])[CH3:14]. Procedure: 4-Methoxybenzene-1-sulfonyl chloride (619.5 mg, 2.999 mmol) was dissolved in DCM (10 mL) and ethylamine (4.6 mL, 2.0 M in THF, 9.2 mmol) was added, and the reaction flask was put in a water bath and stirred under nitrogen. After stirring at RT over the weekend, the suspension was filtered, and the solid was washed with DCM. The filtrate was concentrated and dried under high vacuum to provide N-ethyl-4-methoxybenzenesulfonamide (723 mg, 89% yield). MS (ESI pos. ion) m/z: 216 (MH+). Calculated exa...